describe an organic reaction: reactants, conditions, products, and yield From a dataset of the Open Reaction Database (ORD), a public repository of structured organic reaction records. Reactants: N=1N(N=CC1)C1=CC=CC(=N1)N (6-(2H-1,2,3-triazol-2-yl)pyridin-2-amine), C([O-])([O-])=O.[Cs+].[Cs+] (cesium carbonate), BrC=1C=C(C=NC1C#N)N[C@H]1[C@H](CCCC1)NC(OC(C)(C)C)=O (tert-butyl {(1S,2R)-2-[(5-bromo-6-cyanopyridin-3-yl)amino]cyclohexyl}carbamate), CC1(C2=C(C(=CC=C2)P(C3=CC=CC=C3)C4=CC=CC=C4)OC5=C(C=CC=C51)P(C6=CC=CC=C6)C7=CC=CC=C7)C (Xantphos). Reagents/catalysts: C=1C=CC(=CC1)/C=C/C(=O)/C=C/C2=CC=CC=C2.C=1C=CC(=CC1)/C=C/C(=O)/C=C/C2=CC=CC=C2.C=1C=CC(=CC1)/C=C/C(=O)/C=C/C2=CC=CC=C2.[Pd].[Pd] (Pd2 dba3). The solvent is O1CCOCC1 (Dioxane). Conditions: temperature 80 celsius, time 16 hour. Product: C(#N)C1=C(C=C(C=N1)N[C@H]1[C@H](CCCC1)NC(OC(C)(C)C)=O)NC1=NC(=CC=C1)N1N=CC=N1 (tert-butyl {(1S,2R)-2-[(6-cyano-5-{[6-(2H-1,2,3-triazol-2-yl)pyridin-2-yl]amino}pyridin-3-yl)amino]cyclohexyl}carbamate). RXN SMILES: [N:1]1[N:2]([C:6]2[N:11]=[C:10]([NH2:12])[CH:9]=[CH:8][CH:7]=2)[N:3]=[CH:4][CH:5]=1.C(=O)([O-])[O-].[Cs+].[Cs+].Br[C:20]1[CH:21]=[C:22]([NH:28][C@@H:29]2[CH2:34][CH2:33][CH2:32][CH2:31][C@@H:30]2[NH:35][C:36](=[O:42])[O:37][C:38]([CH3:41])([CH3:40])[CH3:39])[CH:23]=[N:24][C:25]=1[C:26]#[N:27].CC1(C)C2C(=C(P(C3C=CC=CC=3)C3C=CC=CC=3)C=CC=2)OC2C(P(C3C=CC=CC=3)C3C=CC=CC=3)=CC=CC1=2>C1C=CC(/C=C/C(/C=C/C2C=CC=CC=2)=O)=CC=1.C1C=CC(/C=C/C(/C=C/C2C=CC=CC=2)=O)=CC=1.C1C=CC(/C=C/C(/C=C/C2C=CC=CC=2)=O)=CC=1.[Pd].[Pd].O1CCOCC1>[C:26]([C:25]1[N:24]=[CH:23][C:22]([NH:28][C@@H:29]2[CH2:34][CH2:33][CH2:32][CH2:31][C@@H:30]2[NH:35][C:36](=[O:42])[O:37][C:38]([CH3:40])([CH3:39])[CH3:41])=[CH:21][C:20]=1[NH:12][C:10]1[CH:9]=[CH:8][CH:7]=[C:6]([N:2]2[N:3]=[CH:4][CH:5]=[N:1]2)[N:11]=1)#[N:27] |f:1.2.3,6.7.8.9.10|. Procedure details: Dioxane (1.06 mL), 6-(2H-1,2,3-triazol-2-yl)pyridin-2-amine (51 mg, 0.32 mmol) and cesium carbonate (311 mg, 0.955 mmol) were added to tert-butyl {(1S,2R)-2-[(5-bromo-6-cyanopyridin-3-yl)amino]cyclohexyl}carbamate (PrepEx 1.1) (94 mg, 0.32 mmol) in a scintillation vial. The vial was purged and flushed with argon three times before Pd2 dba3 (29 mg, 0.032 mmol) and Xantphos (28 mg, 0.048 mmol) were added. The vial was purged and flushed 3 times with argon before the vial was sealed and heated to 8... The reactants are F[B-](F)(F)F, CCOC(=O)c1cc(-c2ncc(F)c3c(C(=O)C(=O)O)c[nH]c23)n[nH]1, CCN(C(C)C)C(C)C, CN(C)C=O, c1ccc(-c2n[nH]cc2N2CCNCC2)cc1, CN(C)C(On1nnc2ccccc21)=[N+](C)C. Yields the product CCOC(=O)c1cc(-c2ncc(F)c3c(C(=O)C(=O)N4CCN(c5c[nH]nc5-c5ccccc5)CC4)c[nH]c23)n[nH]1. Reaction SMILES: [B-:26]([F:27])([F:28])([F:29])[F:30].[CH2:1]([CH3:2])[O:3][C:4](=[O:5])[c:6]1[cH:7][c:8](-[c:11]2[n:12][cH:13][c:14]([F:25])[c:15]3[c:16]2[nH:17][cH:18][c:19]3[C:20]([C:21](=[O:22])[OH:23])=[O:24])[n:9][nH:10]1.[CH:48]([N:49]([CH:50]([CH3:51])[CH3:52])[CH2:53][CH3:54])([CH3:55])[CH3:56].[O:74]=[CH:75][N:76]([CH3:77])[CH3:78].[c:57]1(-[c:63]2[n:64][nH:65][cH:66][c:67]2[N:68]2[CH2:69][CH2:70][NH:71][CH2:72][CH2:73]2)[cH:58][cH:59][cH:60][cH:61][cH:62]1.[n:31]1([O:32][C:33]([N:34]([CH3:35])[CH3:36])=[N+:37]([CH3:38])[CH3:39])[c:40]2[cH:41][cH:42][cH:43][cH:44][c:45]2[n:46][n:47]1>>[CH2:1]([CH3:2])[O:3][C:4](=[O:5])[c:6]1[cH:7][c:8](-[c:11]2[n:12][cH:13][c:14]([F:25])[c:15]3[c:16]2[nH:17][cH:18][c:19]3[C:20]([C:21](=[O:22])[N:71]2[CH2:70][CH2:69][N:68]([c:67]3[c:63](-[c:57]4[cH:58][cH:59][cH:60][cH:61][cH:62]4)[n:64][nH:65][cH:66]3)[CH2:73][CH2:72]2)=[O:24])[n:9][nH:10]1. The reactants are OC1=CC(=CC2=C1C1=C(C(O2)=O)SCC1)C(C)C(CCCCC)C (1,2-Dihydro-9-hydroxy-7-(3-methyl-2-octyl)-4-oxo-4H-thieno[2,3-c] [1]benzopyran), O=C1C(CSCC1)C(=O)OCC (ethyl 4-oxo-2,3,5,6-tetrahydro-4H-thiopyran-3-carboxylate), Cl (hydrogen chloride). Run in C(C)O (ethanol). Run at time 120 hour. Yields the product OC1=CC(=CC2=C1C1=C(C(O2)=O)CSCC1)C(C)C(CCCCC)C (1,2-Dihydro-10-hydroxy-8-(3-methyl-2-octyl)-5-oxo-4H,5H-thiopyrano[3,4-c] [1]benzopyran). Isolated yield 68.0%. RXN SMILES: [OH:1][C:2]1[C:7]2[C:8]3[CH2:15][CH2:14][S:13][C:9]=3[C:10](=[O:12])[O:11][C:6]=2[CH:5]=[C:4]([CH:16]([CH:18]([CH3:24])[CH2:19][CH2:20][CH2:21][CH2:22][CH3:23])[CH3:17])[CH:3]=1.O=[C:26]1CCSCC1C(OCC)=O.Cl>C(O)C>[OH:1][C:2]1[C:7]2[C:8]3[CH2:15][CH2:14][S:13][CH2:26][C:9]=3[C:10](=[O:12])[O:11][C:6]=2[CH:5]=[C:4]([CH:16]([CH:18]([CH3:24])[CH2:19][CH2:20][CH2:21][CH2:22][CH3:23])[CH3:17])[CH:3]=1. Procedure details: A solution of 6.4 g. (0.027 mole) of 5-(3-methyl-2-octyl-resorcinol of Example 1 and 5.0 g. (0.0266 mole) of ethyl 4-oxo-2,3,5,6-tetrahydro-4H-thiopyran-3-carboxylate [prepared according to the method of Bennett and Scorah, J. Chem. Soc., 194 (1927)] in 35 ml. of absolute ethanol was cooled in an ice bath while it was saturated with hydrogen chloride. The resulting deep red solution was tightly stoppered and allowed to stand at room temperature for 120 hours. After one day yellow crystalline mat... Starting materials: CS(=O)(=O)CCCN1CCNCC1, CCOc1cc(S(=O)(=O)CC)ccc1C1=NC(C)(c2ccc(Cl)cc2)C(C)(c2ccc(Cl)cc2)N1C(=O)Cl, Cl, Cl. The product is CCOc1cc(S(=O)(=O)CC)ccc1C1=NC(C)(c2ccc(Cl)cc2)C(C)(c2ccc(Cl)cc2)N1C(=O)N1CCN(CCCS(C)(=O)=O)CC1. RXN SMILES: [CH3:41][S:42](=[O:43])(=[O:44])[CH2:45][CH2:46][CH2:47][N:48]1[CH2:49][CH2:50][NH:51][CH2:52][CH2:53]1.[Cl:1][c:2]1[cH:3][cH:4][c:5]([C:8]2([CH3:38])[N:9]=[C:10]([c:24]3[c:25]([O:35][CH2:36][CH3:37])[cH:26][c:27]([S:30](=[O:31])(=[O:32])[CH2:33][CH3:34])[cH:28][cH:29]3)[N:11]([C:21](=[O:22])[Cl:23])[C:12]2([CH3:13])[c:14]2[cH:15][cH:16][c:17]([Cl:20])[cH:18][cH:19]2)[cH:6][cH:7]1.[ClH:39].[ClH:40]>>[Cl:1][c:2]1[cH:3][cH:4][c:5]([C:8]2([CH3:38])[N:9]=[C:10]([c:24]3[c:25]([O:35][CH2:36][CH3:37])[cH:26][c:27]([S:30](=[O:31])(=[O:32])[CH2:33][CH3:34])[cH:28][cH:29]3)[N:11]([C:21](=[O:22])[N:51]3[CH2:50][CH2:49][N:48]([CH2:47][CH2:46][CH2:45][S:42]([CH3:41])(=[O:43])=[O:44])[CH2:53][CH2:52]3)[C:12]2([CH3:13])[c:14]2[cH:15][cH:16][c:17]([Cl:20])[cH:18][cH:19]2)[cH:6][cH:7]1.